This data is from the Open Reaction Database (ORD), a public repository of structured organic reaction records. The task is: describe an organic reaction: reactants, conditions, products, and yield Reactants: CCOC(=O)Nc1ccc(Br)c(C)c1, C1CCOC1, [Li]CCCC, CN(C)C=O. Product: CCOC(=O)Nc1ccc(C=O)c(C)c1. RXN SMILES: [CH2:1]([CH3:2])[O:3][C:4]([NH:5][c:6]1[cH:7][c:8]([CH3:13])[c:9]([Br:12])[cH:10][cH:11]1)=[O:14].[CH2:25]1[O:26][CH2:27][CH2:28][CH2:29]1.[CH3:15][CH2:16][CH2:17][CH2:18][Li:19].[O:20]=[CH:21][N:22]([CH3:23])[CH3:24]>>[CH2:1]([CH3:2])[O:3][C:4]([NH:5][c:6]1[cH:7][c:8]([CH3:13])[c:9]([CH:21]=[O:20])[cH:10][cH:11]1)=[O:14]. Starting materials: BrC=1C(=NC=2N(C1)C=C(N2)C(=O)O)CP(=O)(O)O (6-Bromo-7-phosphonomethyl-imidazo [1,2-a]pyrimidine-2-carboxylic acid). The reagents and catalysts are [Pd] (Pd on Carbon). Solvent: O (water). Run at time 1 hour. The product is P(=O)(O)(O)CC1=NC=2N(C=C1)C=C(N2)C(=O)O (7-phosphonomethyl-imidazo[1,2-a]pyrimidine-2-carboxylic acid). As a reaction SMILES: Br[C:2]1[C:3]([CH2:14][P:15]([OH:18])([OH:17])=[O:16])=[N:4][C:5]2[N:6]([CH:8]=[C:9]([C:11]([OH:13])=[O:12])[N:10]=2)[CH:7]=1>[Pd].O>[P:15]([CH2:14][C:3]1[CH:2]=[CH:7][N:6]2[CH:8]=[C:9]([C:11]([OH:13])=[O:12])[N:10]=[C:5]2[N:4]=1)([OH:17])([OH:18])=[O:16]. Procedure: 6-Bromo-7-phosphonomethyl-imidazo[1,2-a]pyrimidine-2-carboxylic acid 18 (15 mg) was introduced in a 250 mL Parr bottle with 0.5N NAOH (1 mL), water (15 mL) and Pd on Carbon (5%, 20 mg). The bottle was evacuated, filled with hydrogen and shaken for one hour at room temperature. The product was purified by passing through a strongly basic ion-exchange column. The product 19 was eluted with 1N HCl.